This data is from the Open Reaction Database (ORD), a public repository of structured organic reaction records. The task is: describe an organic reaction: reactants, conditions, products, and yield Reactants: C(#N)C1=C(C=CC=C1)C1=CC=C(C=C1)CC(C(=O)OCC)C(CCC)=O (ethyl 2-[(2′-cyanobiphenyl-4-yl)methyl]-3-oxohexanoate), O1CC(CCC1)NC1=NN=CN1 (N-(tetrahydro-2H-pyran-3-yl)-4H-1,2,4-triazol-3-amine). Reaction conditions: temperature 250 celsius, time 20 minute. Product: O=C1N(C=2N(C(=C1CC1=CC=C(C=C1)C=1C(=CC=CC1)C#N)CCC)N=CN2)C2COCCC2 (4′-{[5-oxo-7-propyl-4-(tetrahydro-2H-pyran-3-yl)-4,5-dihydro[1,2,4]triazolo[1,5-a]pyrimidin-6-yl]methyl}biphenyl-2-carbonitrile). Isolated yield 63.2%. RXN SMILES: [C:1]([C:3]1[CH:8]=[CH:7][CH:6]=[CH:5][C:4]=1[C:9]1[CH:14]=[CH:13][C:12]([CH2:15][CH:16]([C:22](=O)[CH2:23][CH2:24][CH3:25])[C:17](OCC)=[O:18])=[CH:11][CH:10]=1)#[N:2].[O:27]1[CH2:32][CH2:31][CH2:30][CH:29]([NH:33][C:34]2[NH:38][CH:37]=[N:36][N:35]=2)[CH2:28]1>>[O:18]=[C:17]1[C:16]([CH2:15][C:12]2[CH:13]=[CH:14][C:9]([C:4]3[C:3]([C:1]#[N:2])=[CH:8][CH:7]=[CH:6][CH:5]=3)=[CH:10][CH:11]=2)=[C:22]([CH2:23][CH2:24][CH3:25])[N:35]2[N:36]=[CH:37][N:38]=[C:34]2[N:33]1[CH:29]1[CH2:30][CH2:31][CH2:32][O:27][CH2:28]1. Procedure: A mixture of ethyl 2-[(2′-cyanobiphenyl-4-yl)methyl]-3-oxohexanoate (0.37 g) and N-(tetrahydro-2H-pyran-3-yl)-4H-1,2,4-triazol-3-amine (0.088 g) was stirred at 250° C. for 20 min under microwave irradiation. The obtained reaction mixture was purified by silica gel column chromatography to give the title compound as a colorless solid (0.15 g, 63%). The reactants are [N-]=[N+]=[N-].[Na+] (sodium azide), [Cl-].[NH4+] (ammonium chloride), CC1C=CC=C(C1)C1=C(C=NC=C1)[N+](=O)[O-] ((+/−)-4-(5-methylcyclohexa-1,3-dienyl)-3-nitropyridine), C1=CC(=CC(=C1)Cl)C(=O)OO (m-CPBA). Solvent: O (water), C(Cl)Cl (DCM), C(C)O (ethanol). Reaction conditions: time 3 hour. Yields the product N(=[N+]=[N-])C1C(C(CC(=C1)C1=C(C=NC=C1)[N+](=O)[O-])C)O ((+/−)-2-azido-6-methyl-4-(3-nitropyridin-4-yl)cyclohex-3-enol). Isolated yield 49.0%. RXN SMILES: [CH3:1][CH:2]1[CH2:7][C:6]([C:8]2[CH:13]=[CH:12][N:11]=[CH:10][C:9]=2[N+:14]([O-:16])=[O:15])=[CH:5][CH:4]=[CH:3]1.C1C=C(Cl)C=C(C(OO)=[O:25])C=1.[N-:28]=[N+:29]=[N-:30].[Na+].[Cl-].[NH4+]>C(Cl)Cl.C(O)C.O>[N:28]([CH:4]1[CH:5]=[C:6]([C:8]2[CH:13]=[CH:12][N:11]=[CH:10][C:9]=2[N+:14]([O-:16])=[O:15])[CH2:7][CH:2]([CH3:1])[CH:3]1[OH:25])=[N+:29]=[N-:30] |f:2.3,4.5|. Reported procedure: To a solution of (+/−)-4-(5-methylcyclohexa-1,3-dienyl)-3-nitropyridine (1.0 equiv.) in DCM (0.1M) at 0° C. was added m-CPBA (1.1 equiv.) and the reaction was allowed to warm to room temperature. After 3 hours, the mixture was quenched with saturated NaHCO3, extracted with DCM, and the organic phase was dried with sodium sulfate, filtered, and concentrated to give a yellow oil. The crude was dissolved in ethanol and water (3:1, 0.1 M), and sodium azide (2.0 equiv.) and ammonium chloride (2.0 equ... The reactants are O=C[C@H](O)[C@@H](O)[C@H](O)[C@H](O)CO (glucose), C(CC)(=O)O (propionic acid), Poly-(R)-(−)-3-hydroxybutyrate-co-(R)-(−)-3-hydroxyvalerate, O[C@@H](CC(=O)[O-])CC ((R)-(−)-3-hydroxyvalerate). Product: O[C@@H](CC(=O)O)C ((R)-(−)-3-hydroxybutyric acid), O[C@@H](CC(=O)O)CC ((R)-(−)-3-hydroxyvaleric acid). RXN SMILES: O=C[C@@H]([C@H]([C@@H]([C@@H](CO)O)O)O)O.C(O)(=O)CC.[OH:18][C@H:19]([CH2:24][CH3:25])[CH2:20][C:21]([O-:23])=[O:22]>>[OH:18][C@H:19]([CH3:24])[CH2:20][C:21]([OH:23])=[O:22].[OH:18][C@H:19]([CH2:24][CH3:25])[CH2:20][C:21]([OH:23])=[O:22]. Procedure details: Ralstonia eutropha NCIMB 11599 was cultured in a medium containing 10 g/L of glucose and 1 g/L of propionic acid, according to the method previously reported (Kim et al., Enzyme Microbial. Technol., 16: 556-561, 1994). Poly-(R)-(−)-3-hydroxybutyrate-co-(R)-(−)-3-hydroxyvalerate (PHB/V) copolymer (containing 8 mol % (R)-(−)-3-hydroxyvalerate) was accumulated to a content of 63% of cell dry weight, which was auto-degraded to produce (R)-(−)-3-hydroxybutyric acid and (R)-(−)-3-hydroxyvaleric acid. ... Reactants: B, C1CCOC1, CSC, COC(=O)Cl, ClCCl, CC(CC#N)(COCc1cc(C(F)(F)F)cc(C(F)(F)F)c1)c1ccccc1, [H-], [K+], [K+], [Li], NC(=O)[O-], O=C([O-])[O-]. Yields the product CNCCC(C)(COCc1cc(C(F)(F)F)cc(C(F)(F)F)c1)c1ccccc1. As a reaction SMILES: [BH3:32].[CH2:53]1[O:54][CH2:55][CH2:56][CH2:57]1.[CH3:29][S:30][CH3:31].[Cl:39][C:40]([O:41][CH3:42])=[O:43].[Cl:50][CH2:51][Cl:52].[F:1][C:2]([c:3]1[cH:4][c:5]([CH2:6][O:7][CH2:8][C:9]([CH2:10][C:11]#[N:12])([c:13]2[cH:14][cH:15][cH:16][cH:17][cH:18]2)[CH3:19])[cH:20][c:21]([C:23]([F:24])([F:25])[F:26])[cH:22]1)([F:27])[F:28].[H-:49].[K+:33].[K+:34].[Li:48].[NH2:44][C:45](=[O:46])[O-:47].[O-:35][C:36]([O-:37])=[O:38]>>[F:1][C:2]([c:3]1[cH:4][c:5]([CH2:6][O:7][CH2:8][C:9]([CH2:10][CH2:11][NH:12][CH3:29])([c:13]2[cH:14][cH:15][cH:16][cH:17][cH:18]2)[CH3:19])[cH:20][c:21]([C:23]([F:24])([F:25])[F:26])[cH:22]1)([F:27])[F:28]. The reactants are O=S1(CCC(CC1)COC1=CC(=C(C(=C1)C)C1=CC(=CC=C1)CNC1=CC(=C(C=C1)CCC(=O)OC(C)(C)C)F)C)=O (tert-butyl 3-{4-[({4′-[(1,1-dioxidotetrahydro-2H-thiopyran-4-yl)methoxy]-2′,6′-dimethylbiphenyl-3-yl}methyl)amino]-2-fluorophenyl}propanoate), FC(C(=O)O)(F)F (trifluoroacetic acid). The solvent is C(Cl)Cl (methylene chloride). Conditions: temperature 0 celsius. Yields the product O=S1(CCC(CC1)COC1=CC(=C(C(=C1)C)C1=CC(=CC=C1)CNC1=CC(=C(C=C1)CCC(=O)O)F)C)=O (3-{4-[({4′-[(1,1-dioxidotetrahydro-2H-thiopyran-4-yl)methoxy]-2′,6′-dimethylbiphenyl-3-yl}methyl)amino]-2-fluorophenyl}propanoic acid). Isolated yield 79.4%. As a reaction SMILES: [O:1]=[S:2]1(=[O:42])[CH2:7][CH2:6][CH:5]([CH2:8][O:9][C:10]2[CH:15]=[C:14]([CH3:16])[C:13]([C:17]3[CH:22]=[CH:21][CH:20]=[C:19]([CH2:23][NH:24][C:25]4[CH:30]=[CH:29][C:28]([CH2:31][CH2:32][C:33]([O:35]C(C)(C)C)=[O:34])=[C:27]([F:40])[CH:26]=4)[CH:18]=3)=[C:12]([CH3:41])[CH:11]=2)[CH2:4][CH2:3]1.FC(F)(F)C(O)=O>C(Cl)Cl>[O:42]=[S:2]1(=[O:1])[CH2:7][CH2:6][CH:5]([CH2:8][O:9][C:10]2[CH:11]=[C:12]([CH3:41])[C:13]([C:17]3[CH:22]=[CH:21][CH:20]=[C:19]([CH2:23][NH:24][C:25]4[CH:30]=[CH:29][C:28]([CH2:31][CH2:32][C:33]([OH:35])=[O:34])=[C:27]([F:40])[CH:26]=4)[CH:18]=3)=[C:14]([CH3:16])[CH:15]=2)[CH2:4][CH2:3]1. Procedure: To a solution of tert-butyl 3-{4-[({4′-[(1,1-dioxidotetrahydro-2H-thiopyran-4-yl)methoxy]-2′,6′-dimethylbiphenyl-3-yl}methyl)amino]-2-fluorophenyl}propanoate (0.08 g, 0.14 mmol) in methylene chloride (2 mL) was added trifluoroacetic acid (2 mL) under stirring at 0° C., and the mixture was stirred at room temperature for 2 hr. The reaction mixture was concentrated under reduced pressure, and the residue was neutralized with saturated aqueous sodium hydrogencarbonate, and the mixture was extracted... Starting materials: O=C([O-])[O-], CS(C)=O, N#Cc1ccc(F)c2ccccc12, [K+], [K+], O, OCC1CCNCC1. The product is N#Cc1ccc(N2CCC(CO)CC2)c2ccccc12. As a reaction SMILES: [C:22](=[O:23])([O-:24])[O-:25].[CH3:28][S:29]([CH3:30])=[O:31].[F:1][c:2]1[cH:3][cH:4][c:5]([C:12]#[N:13])[c:6]2[cH:7][cH:8][cH:9][cH:10][c:11]12.[K+:26].[K+:27].[OH2:32].[OH:14][CH2:15][CH:16]1[CH2:17][CH2:18][NH:19][CH2:20][CH2:21]1>>[c:2]1([N:19]2[CH2:18][CH2:17][CH:16]([CH2:15][OH:14])[CH2:21][CH2:20]2)[cH:3][cH:4][c:5]([C:12]#[N:13])[c:6]2[cH:7][cH:8][cH:9][cH:10][c:11]12.